From a dataset of the Open Reaction Database (ORD), a public repository of structured organic reaction records. describe an organic reaction: reactants, conditions, products, and yield As a reaction SMILES: [CH3:28][N+:29]1([O-:30])[CH2:31][CH2:32][O:33][CH2:34][CH2:35]1.[Cl:36][CH2:37][Cl:38].[F:1][c:2]1[cH:3][cH:4][c:5]([CH:8]=[CH:9][c:10]2[cH:11][cH:12][c:13]([S:16](=[O:17])(=[O:18])[c:19]3[c:20]([CH:25]([CH3:26])[OH:27])[cH:21][cH:22][cH:23][cH:24]3)[cH:14][cH:15]2)[cH:6][cH:7]1>>[F:1][c:2]1[cH:3][cH:4][c:5]([CH:8]=[CH:9][c:10]2[cH:11][cH:12][c:13]([S:16](=[O:17])(=[O:18])[c:19]3[c:20]([C:25]([CH3:26])=[O:27])[cH:21][cH:22][cH:23][cH:24]3)[cH:14][cH:15]2)[cH:6][cH:7]1. Starting materials: C[N+]1([O-])CCOCC1, ClCCl, CC(O)c1ccccc1S(=O)(=O)c1ccc(C=Cc2ccc(F)cc2)cc1. The product is CC(=O)c1ccccc1S(=O)(=O)c1ccc(C=Cc2ccc(F)cc2)cc1. Reactants: C(C1=CC=CC=C1)N1CCC(CC1)N(C1=NC=CC=C1[N+](=O)[O-])CCC (1-Benzyl-4-[N-propyl-N-(3-nitro-2-pyridinyl)amino]piperidine), [OH-].[NH4+] (ammonium hydroxide). The solvent is [Cl-].[Ti+3].[Cl-].[Cl-] (titanium (III) chloride). Reaction conditions: time 18 hour. The product is C(C1=CC=CC=C1)N1CCC(CC1)N(C1=NC=CC=C1N)CCC (1-Benzyl-4-[N-propyl-N-(3-amino-2-pyridinyl)amino]piperidine). RXN SMILES: [CH2:1]([N:8]1[CH2:13][CH2:12][CH:11]([N:14]([CH2:24][CH2:25][CH3:26])[C:15]2[C:20]([N+:21]([O-])=O)=[CH:19][CH:18]=[CH:17][N:16]=2)[CH2:10][CH2:9]1)[C:2]1[CH:7]=[CH:6][CH:5]=[CH:4][CH:3]=1.[OH-].[NH4+]>[Cl-].[Ti+3].[Cl-].[Cl-]>[CH2:1]([N:8]1[CH2:13][CH2:12][CH:11]([N:14]([CH2:24][CH2:25][CH3:26])[C:15]2[C:20]([NH2:21])=[CH:19][CH:18]=[CH:17][N:16]=2)[CH2:10][CH2:9]1)[C:2]1[CH:7]=[CH:6][CH:5]=[CH:4][CH:3]=1 |f:1.2,3.4.5.6|. Procedure: A mixture of 1-benzyl-4-[N-propyl-N-(3-nitro-2-pyridinyl)amino]piperidine (EXAMPLE 113, 2.61 g) in aqueous titanium (III) chloride (30 ml, 19 wt % in 20% aqueous hydrochloric acid) is stirred under reduced pressure for 18 hrs and then added to concentrated aqueous ammonium hydroxide (250 ml), and the resulting mixture is extracted with methylene chloride (4×100 ml). The combined organic phase is washed with saline (50 ml), dried over sodium sulfate, and concentrated under reduced pressure to giv... Reactants: Cl (hydrochloride), [N+](=O)([O-])C=1C=C(C=CC1)C=CC=1N=CNC1 (4-[2-(3-Nitrophenyl)vinyl]-1H-imidazole), solution. Reagents/catalysts: [Pd] (palladium-on-carbon). Solvent: C(C)O (ethanol). Product: N1C=NC(=C1)CCC=1C=C(C=CC1)N (3-[2-(1H-Imidazol-4-yl)ethyl]phenylamine). Reaction SMILES: Cl.[N+:2]([C:5]1[CH:6]=[C:7]([CH:11]=[CH:12][C:13]2[N:14]=[CH:15][NH:16][CH:17]=2)[CH:8]=[CH:9][CH:10]=1)([O-])=O>C(O)C.[Pd]>[NH:16]1[CH:17]=[C:13]([CH2:12][CH2:11][C:7]2[CH:6]=[C:5]([NH2:2])[CH:10]=[CH:9][CH:8]=2)[N:14]=[CH:15]1. Procedure details: The hydrochloride of the product obtained in Step 4 is stirred under a hydrogen atmosphere in the presence of a 90% solution of 10% palladium-on-carbon in ethanol. After filtration and concentration of the solvent, the product is used as it is in the following Step. The reactants are NC(=O)c1ccc2c(c1)CCC1(C2)OCCO1, CC(C)=O, Cc1ccc(S(=O)(=O)O)cc1. The product is NC(=O)c1ccc2c(c1)CCC(=O)C2. As a reaction SMILES: [CH2:1]1[O:2][C:4]2([O:3][CH2:17]1)[CH2:5][c:6]1[cH:7][cH:8][c:9]([C:14](=[O:15])[NH2:16])[cH:10][c:11]1[CH2:12][CH2:13]2.[CH3:29][C:30](=[O:31])[CH3:32].[c:18]1([CH3:19])[cH:20][cH:21][c:22]([S:23]([OH:24])(=[O:25])=[O:26])[cH:27][cH:28]1>>[O:3]=[C:4]1[CH2:5][c:6]2[cH:7][cH:8][c:9]([C:14](=[O:15])[NH2:16])[cH:10][c:11]2[CH2:12][CH2:13]1. Starting materials: C(C)OC(CCCCCC[C@H]1C2(CC[C@@H]1C=CC(CCCCC)=O)OCCO2)=O (9,9-ethylenedioxy-15-oxo-13-prostenoic acid ethyl ester), C1=CC=CC=C1 (benzene), C(CO)O (ethyleneglycol), C1(=CC=C(C=C1)S(=O)(=O)O)C (p-toluenesulphonic acid). The solvent is C(C)OCC (diethyl ether), O (water). Product: C(C)OC(CCCCCC[C@H]1CCC[C@@H]1C=CC12C(CCCC)(OCCO1)OCCO2)=O (15,15-bis-(ethylenedioxy)-13-prostenoic acid ethyl ester). RXN SMILES: [CH2:1]([O:3][C:4](=[O:29])[CH2:5][CH2:6][CH2:7][CH2:8][CH2:9][CH2:10][C@@H:11]1[C@@H:15]([CH:16]=[CH:17][C:18](=[O:24])[CH2:19][CH2:20][CH2:21][CH2:22][CH3:23])[CH2:14][CH2:13][C:12]21OCCO2)[CH3:2].[CH:30]1[CH:35]=CC=CC=1.[CH2:36]([OH:39])[CH2:37][OH:38].C1(C)C=CC(S(O)(=O)=[O:47])=CC=1>C(OCC)C.O>[CH2:1]([O:3][C:4](=[O:29])[CH2:5][CH2:6][CH2:7][CH2:8][CH2:9][CH2:10][C@@H:11]1[C@@H:15]([CH:16]=[CH:17][C:18]23[O:24][CH2:30][CH2:35][O:47][C:19]2([O:38][CH2:37][CH2:36][O:39]3)[CH2:20][CH2:21][CH2:22][CH3:23])[CH2:14][CH2:13][CH2:12]1)[CH3:2]. Reported procedure: A mixture of 2 g of 9,9-ethylenedioxy-15-oxo-13-prostenoic acid ethyl ester, 100 ml of dry benzene, 10 ml of ethyleneglycol and 0.2 g of p-toluenesulphonic acid is boiled for 20 hours on a water separator. After cooling the mixture is diluted with 100 ml of diethyl ether and washed with aqueous NaHCO3 solution and water. The organic phase is dried over Na2SO4 and the solvent is distilled. After chromatographic purification of the residue (silica gel/diisopropyl ether), 9,9;15,15-bis-(ethylenedio...